From a dataset of the Open Reaction Database (ORD), a public repository of structured organic reaction records. describe an organic reaction: reactants, conditions, products, and yield Starting materials: CN(C)C(=O)c1cncc(Br)c1, CN(C)C=O, C[S-], [Na+]. The product is CN(C)C(=O)c1cncc(S)c1. Reaction SMILES: [Br:4][c:5]1[cH:6][c:7]([C:11](=[O:12])[N:13]([CH3:14])[CH3:15])[cH:8][n:9][cH:10]1.[CH3:16][N:17]([CH3:18])[CH:19]=[O:20].[CH3:1][S-:2].[Na+:3]>>[SH:2][c:5]1[cH:6][c:7]([C:11](=[O:12])[N:13]([CH3:14])[CH3:15])[cH:8][n:9][cH:10]1. Reactants: ClCC1=NC(=NO1)C1=CC=C(C=C1)NC(=O)N1CC2=CC=CC=C2C1 (N-(4-(5-(chloromethyl)-1,2,4-oxadiazol-3-yl)phenyl)isoindoline-2-carboxamide), N1CCOCC1 (morpholine). The solvent is CN(C)C=O (DMF), CO (methanol). Reaction conditions: temperature 50 celsius. The product is N1(CCOCC1)CC1=NC(=NO1)C1=CC=C(C=C1)NC(=O)N1CC2=CC=CC=C2C1 (N-{4-[5-(morpholin-4-ylmethyl)-1,2,4-oxadiazol-3-yl]phenyl}-1,3-dihydro-2H-isoindole-2-carboxamide). Reaction SMILES: Cl[CH2:2][C:3]1[O:7][N:6]=[C:5]([C:8]2[CH:13]=[CH:12][C:11]([NH:14][C:15]([N:17]3[CH2:25][C:24]4[C:19](=[CH:20][CH:21]=[CH:22][CH:23]=4)[CH2:18]3)=[O:16])=[CH:10][CH:9]=2)[N:4]=1.[NH:26]1[CH2:31][CH2:30][O:29][CH2:28][CH2:27]1>CN(C=O)C.CO>[N:26]1([CH2:2][C:3]2[O:7][N:6]=[C:5]([C:8]3[CH:13]=[CH:12][C:11]([NH:14][C:15]([N:17]4[CH2:25][C:24]5[C:19](=[CH:20][CH:21]=[CH:22][CH:23]=5)[CH2:18]4)=[O:16])=[CH:10][CH:9]=3)[N:4]=2)[CH2:31][CH2:30][O:29][CH2:28][CH2:27]1. Procedure details: To a 20 mL vial was added N-(4-(5-(chloromethyl)-1,2,4-oxadiazol-3-yl)phenyl)isoindoline-2-carboxamide (50 mg, 0.141 mmol) and morpholine (36.8 mg, 0.423 mmol) in DMF (470 μl). The mixture was heated to 50° C. for 30 minutes, cooled, and diluted with 2 mL methanol. Chromatography provided the title compound. 1H NMR (300 MHz, DMSO-d6) δ 8.69 (s, 1H), 7.92 (d, J=8.8 Hz, 2H), 7.80 (d, J=8.9 Hz, 2H), 7.35 (ddd, J=8.8, 3.9, 2.4 Hz, 4H), 4.80 (s, 4H), 3.95 (s, 2H), 3.68-3.48 (m, 4H), 2.62-2.51 (m, 5H)... The product is NCC1CC2=CC=CC(=C2CC1)OCC(=O)OC (Methyl (2-aminomethyl-1,2,3,4-tetrahydronaphthalen-5-yl)oxyacetate). Run at time 2 hour. Reported procedure: To a solution of methyl (2-hydroxymethyl-l,2,3,4-tetrahydronaphthalen-5-yl)oxyacetate (1.15 g), phthalimide (1.22 g) and triphenylphosphine (2.17 g) in tetrahydrofuran (50 ml) was added diethyl azodicarboxylate (1.6 ml) at -20° C. After stirred for 2 h, the mixture was quenched by addition of water. The mixture was extracted with ether. The extract was washed with a saturated aquous solution of sodium chloride, dried over anhydrous magnesium sulfate and evaporated. To a solution of the obtained ... Run in O1CCCC1 (tetrahydrofuran). The reactants are OCC1CC2=CC=CC(=C2CC1)OCC(=O)OC (methyl (2-hydroxymethyl-l,2,3,4-tetrahydronaphthalen-5-yl)oxyacetate), C1(C=2C(C(N1)=O)=CC=CC2)=O (phthalimide), C1(=CC=CC=C1)P(C1=CC=CC=C1)C1=CC=CC=C1 (triphenylphosphine), N(=NC(=O)OCC)C(=O)OCC (diethyl azodicarboxylate). RXN SMILES: O[CH2:2][CH:3]1[CH2:12][CH2:11][C:10]2[C:5](=[CH:6][CH:7]=[CH:8][C:9]=2[O:13][CH2:14][C:15]([O:17][CH3:18])=[O:16])[CH2:4]1.C1(=O)[NH:23]C(=O)C2=CC=CC=C12.C1(P(C2C=CC=CC=2)C2C=CC=CC=2)C=CC=CC=1.N(C(OCC)=O)=NC(OCC)=O>O1CCCC1>[NH2:23][CH2:2][CH:3]1[CH2:12][CH2:11][C:10]2[C:5](=[CH:6][CH:7]=[CH:8][C:9]=2[O:13][CH2:14][C:15]([O:17][CH3:18])=[O:16])[CH2:4]1. The yield is 61.1%. The product is CC1(C)C(=O)N(C2C3CC4CC(C3)CC2C4)N1CCOc1ccc(C#N)cn1. As a reaction SMILES: [CH3:1][C:2]1([CH3:20])[C:3](=[O:19])[N:4]([CH:9]2[CH:10]3[CH2:11][CH:12]4[CH2:13][CH:14]([CH2:15][CH:16]2[CH2:17]4)[CH2:18]3)[N:5]1[CH2:6][CH2:7][OH:8].[CH3:33][N:34]([CH3:35])[CH:36]=[O:37].[Cl:23][c:24]1[cH:25][cH:26][c:27]([C:30]#[N:31])[cH:28][n:29]1.[H-:21].[Na+:22].[O:38]1[CH2:39][CH2:40][CH2:41][CH2:42]1.[OH2:32]>>[CH3:1][C:2]1([CH3:20])[C:3](=[O:19])[N:4]([CH:9]2[CH:10]3[CH2:11][CH:12]4[CH2:13][CH:14]([CH2:15][CH:16]2[CH2:17]4)[CH2:18]3)[N:5]1[CH2:6][CH2:7][O:8][c:24]1[cH:25][cH:26][c:27]([C:30]#[N:31])[cH:28][n:29]1. The reactants are CC1(C)C(=O)N(C2C3CC4CC(C3)CC2C4)N1CCO, CN(C)C=O, N#Cc1ccc(Cl)nc1, [H-], [Na+], C1CCOC1, O.